Dataset: the Open Reaction Database (ORD), a public repository of structured organic reaction records. Task: describe an organic reaction: reactants, conditions, products, and yield The reactants are O=c1[nH]c2c(F)cc([N+](=O)[O-])cc2o1, CC(C)I, C1CCC2=NCCCN2CC1, CN(C)C=O. Yields the product CC(C)n1c(=O)oc2cc([N+](=O)[O-])cc(F)c21. Reaction SMILES: [F:5][c:6]1[cH:7][c:8]([N+:16](=[O:17])[O-:18])[cH:9][c:10]2[c:11]1[nH:12][c:13](=[O:15])[o:14]2.[I:1][CH:2]([CH3:3])[CH3:4].[N:19]12[CH2:20][CH2:21][CH2:22][N:23]=[C:24]1[CH2:25][CH2:26][CH2:27][CH2:28][CH2:29]2.[O:30]=[CH:31][N:32]([CH3:33])[CH3:34]>>[CH:2]([CH3:3])([CH3:4])[n:12]1[c:11]2[c:6]([F:5])[cH:7][c:8]([N+:16](=[O:17])[O-:18])[cH:9][c:10]2[o:14][c:13]1=[O:15].